From a dataset of the Open Reaction Database (ORD), a public repository of structured organic reaction records. describe an organic reaction: reactants, conditions, products, and yield Starting materials: C(C)OC(CSC1=CC=C(C=C1)C1=CC(CC1)=O)=O ({[4-(3-Oxo-1-cyclopenten-1-yl)phenyl]thio}acetic acid ethyl ester), C(C1=CC=CC=C1)[C@H]1C(N([C@H](N1)C=1OC(=CC1)C)C)=O ((2S,5S)-5-benzyl-3-methyl-2-(5-methyl-2-furyl)-4-imidazolidinone), ClC(C(=O)O)(Cl)Cl (Trichloroacetic acid), 2,6-dimethyl-1,4-dihydropyridine-3,5-dicarboxylic acid t-butyl diester. Solvent: C(C)OCC (diethylether). Reaction conditions: temperature 0 celsius. Product: C(C)OC(CSC1=CC=C(C=C1)[C@H]1CC(CC1)=O)=O (({4-[(1R)-3-Oxocyclopentyl]phenyl}thio)acetic acid ethyl ester). The yield is 49.0%. As a reaction SMILES: [CH2:1]([O:3][C:4](=[O:19])[CH2:5][S:6][C:7]1[CH:12]=[CH:11][C:10]([C:13]2[CH2:17][CH2:16][C:15](=[O:18])[CH:14]=2)=[CH:9][CH:8]=1)[CH3:2].C([C@@H]1N[C@H](C2OC(C)=CC=2)N(C)C1=O)C1C=CC=CC=1.ClC(Cl)(Cl)C(O)=O>C(OCC)C>[CH2:1]([O:3][C:4](=[O:19])[CH2:5][S:6][C:7]1[CH:12]=[CH:11][C:10]([C@@H:13]2[CH2:17][CH2:16][C:15](=[O:18])[CH2:14]2)=[CH:9][CH:8]=1)[CH3:2]. Procedure details: {[4-(3-Oxo-1-cyclopenten-1-yl)phenyl]thio}acetic acid ethyl ester 378 mg (1.37 mmol) and (2S,5S)-5-benzyl-3-methyl-2-(5-methyl-2-furyl)-4-imidazolidinone 54 mg (0.20 mmol) were dissolved in 10 mL of diethylether, followed by stirring at 0° C. Trichloroacetic acid 33 mg (0.20 mmol) and 2,6-dimethyl-1,4-dihydropyridine-3,5-dicarboxylic acid t-butyl diester 340 mg (1.10 mmol) were added thereto, and the mixture was stirred for 12 days at room temperature. The solvent was concentrated, and purified ... Solvent: CN(C=O)C (dimethylformamide). Yield: 45.8%. Run at time 8 hour. Product: ClC1=CC=C(C=C1)C=1N(C=C(N1)CSC1=C(C=CC=C1)Cl)C1=CC=C(C=C1)S(=O)(=O)C (2-(4-Chlorophenyl)-4-[[(2-chlorophenyl)thio]methyl]-1-[4-(methylsulfonyl)phenyl]-1H-imidazole). Reactants: ClCC=1N=C(N(C1)C1=CC=C(C=C1)S(=O)(=O)C)C1=CC=C(C=C1)Cl (4-chloromethyl-2-(4-chlorophenyl)-1-[4-(methylsulfonyl)phenyl]-1H-imidazole), ClC1=C(C=CC=C1)S (2-chlorothiophenol), C([O-])([O-])=O.[K+].[K+] (potassium carbonate). As a reaction SMILES: Cl[CH2:2][C:3]1[N:4]=[C:5]([C:18]2[CH:23]=[CH:22][C:21]([Cl:24])=[CH:20][CH:19]=2)[N:6]([C:8]2[CH:13]=[CH:12][C:11]([S:14]([CH3:17])(=[O:16])=[O:15])=[CH:10][CH:9]=2)[CH:7]=1.[Cl:25][C:26]1[CH:31]=[CH:30][CH:29]=[CH:28][C:27]=1[SH:32].C(=O)([O-])[O-].[K+].[K+]>CN(C)C=O>[Cl:24][C:21]1[CH:22]=[CH:23][C:18]([C:5]2[N:6]([C:8]3[CH:13]=[CH:12][C:11]([S:14]([CH3:17])(=[O:15])=[O:16])=[CH:10][CH:9]=3)[CH:7]=[C:3]([CH2:2][S:32][C:27]3[CH:28]=[CH:29][CH:30]=[CH:31][C:26]=3[Cl:25])[N:4]=2)=[CH:19][CH:20]=1 |f:2.3.4|. Reported procedure: To a solution of 4-chloromethyl-2-(4-chlorophenyl)-1-[4-(methylsulfonyl)phenyl]-1H-imidazole (Example 159, Step 1) (250 mg, 0.656 mmol) and 2-chlorothiophenol (190 mg, 1.31 mmol) in 5 ml of dimethylformamide was added potassium carbonate (226 mg, 1.64 mmol). The mixture was stirred rapidly overnight at room temperature and partitioned between ethyl acetate and water. The aqueous layer was extracted with ethyl acetate, the combined organic extracts were washed with brine, and dried over sodium su... Reactants: Cl (hydrochloric acid), IC1=NNC2=CC(=C(C=C12)C)[N+](=O)[O-] (3-iodo-5-methyl-6-nitro-1H-indazole), CI (methyl iodide), [H-].[Na+] (sodium hydride). The solvent is CN(C=O)C (N,N-dimethylformamide). Product: IC1=NN(C2=CC(=C(C=C12)C)[N+](=O)[O-])C (3-iodo-1,5-dimethyl-6-nitro-1H-indazole). Isolated yield 36.2%. RXN SMILES: [I:1][C:2]1[C:10]2[C:5](=[CH:6][C:7]([N+:12]([O-:14])=[O:13])=[C:8]([CH3:11])[CH:9]=2)[NH:4][N:3]=1.[H-].[Na+].[CH3:17]I.Cl>CN(C)C=O>[I:1][C:2]1[C:10]2[C:5](=[CH:6][C:7]([N+:12]([O-:14])=[O:13])=[C:8]([CH3:11])[CH:9]=2)[N:4]([CH3:17])[N:3]=1 |f:1.2|. Reported procedure: The compound (16.1 g, 53.1 mmol) of step A was dissolved in N,N-dimethylformamide (200 ml), 60% sodium hydride (2.41 g, 60.3 mmol) was added under ice-cooling with stirring, and the mixture was stirred at 0° C. for 45 min. Then, methyl iodide (5.0 ml, 80.3 mmol) was added, and the mixture was stirred at the same temperature for 100 min. To the reaction mixture was added diluted hydrochloric acid, and the mixture was extracted with ethyl acetate. The organic layer was washed with saturated brine,... Starting materials: O=C([O-])O, COCCOc1cccc2ccc(CC(C(=O)N3C(=O)OCC3Cc3ccccc3)C(C)C)cc12, [Li+], [Na+], [Na+], [Na+], C1CCOC1, [OH-], O, O, OO, O=S([O-])[O-]. Yields the product COCCOc1cccc2ccc(CC(C(=O)O)C(C)C)cc12. RXN SMILES: [C:47]([OH:48])([O-:49])=[O:50].[CH2:6]([CH:7]1[CH2:8][O:9][C:10](=[O:11])[N:12]1[C:13](=[O:14])[CH:20]([CH:21]([CH3:22])[CH3:23])[CH2:24][c:25]1[cH:26][c:27]2[c:28]([O:35][CH2:36][CH2:37][O:38][CH3:39])[cH:29][cH:30][cH:31][c:32]2[cH:33][cH:34]1)[c:15]1[cH:16][cH:17][cH:18][cH:19][cH:40]1.[Li+:5].[Na+:45].[Na+:46].[Na+:51].[O:52]1[CH2:53][CH2:54][CH2:55][CH2:56]1.[OH-:4].[OH2:3].[OH2:57].[OH:1][OH:2].[S:41]([O-:42])([O-:43])=[O:44]>>[CH:20]([CH:21]([CH3:22])[CH3:23])([CH2:24][c:25]1[cH:26][c:27]2[c:28]([O:35][CH2:36][CH2:37][O:38][CH3:39])[cH:29][cH:30][cH:31][c:32]2[cH:33][cH:34]1)[C:47](=[O:48])[OH:49]. Reactants: S1C(=CC=C1)C(=O)N1CC1 (1-(2-thienylcarbonyl)aziridine), C1(=CC=CC=C1)N1CNC(C12CCNCC2)=O (1-phenyl-1,3,8-triazaspiro[4,5]decan-4-one), CO (methanol), C1=CC=CC=C1 (benzene). Run in ClC(Cl)Cl (trichloromethane). The product is O=C1NCN(C12CCN(CC2)CCNC(=O)C=2SC=CC2)C2=CC=CC=C2 (N-[2-(4-oxo-1-phenyl-1,3,8-triazaspiro[4,5]dec-8-yl)ethyl]-2-thiophenecarboxamide). RXN SMILES: [S:1]1[CH:5]=[CH:4][CH:3]=[C:2]1[C:6]([N:8]1[CH2:10][CH2:9]1)=[O:7].[C:11]1([N:17]2[C:21]3([CH2:26][CH2:25][NH:24][CH2:23][CH2:22]3)[C:20](=[O:27])[NH:19][CH2:18]2)[CH:16]=[CH:15][CH:14]=[CH:13][CH:12]=1.CO.C1C=CC=CC=1>ClC(Cl)Cl>[O:27]=[C:20]1[C:21]2([CH2:22][CH2:23][N:24]([CH2:9][CH2:10][NH:8][C:6]([C:2]3[S:1][CH:5]=[CH:4][CH:3]=3)=[O:7])[CH2:25][CH2:26]2)[N:17]([C:11]2[CH:16]=[CH:15][CH:14]=[CH:13][CH:12]=2)[CH2:18][NH:19]1. Procedure: A mixture of 7.7 parts of 1-(2-thienylcarbonyl)aziridine, 11.5 parts of 1-phenyl-1,3,8-triazaspiro[4,5]decan-4-one, 8 parts of methanol and 54 parts of benzene is stirred and refluxed for 1.50 hours. The reaction mixture is cooled and dissolved in trichloromethane. The solution is washed twice with water, dried, filtered and evaporated. The residue is crystallized from methanol. The product is filtered off and dried, yielding 2 parts of N-[2-(4-oxo-1-phenyl-1,3,8-triazaspiro[4,5]dec-8-yl)ethyl]-... Starting materials: Cc1ccc(S(=O)(=O)OCC(O)(COS(=O)(=O)c2ccc(C)cc2)C(F)(F)F)cc1, ClCCl, O=C([O-])[O-]. The product is Cc1ccc(S(=O)(=O)OCC2(C(F)(F)F)CO2)cc1. As a reaction SMILES: [CH3:1][c:2]1[cH:3][cH:4][c:5]([S:6](=[O:8])(=[O:9])[O:11][CH2:12][C:13]([OH:7])([C:14]([F:15])([F:16])[F:17])[CH2:18][O:19][S:20](=[O:21])(=[O:22])[c:23]2[cH:24][cH:25][c:26]([CH3:29])[cH:27][cH:28]2)[cH:10][cH:30]1.[Cl:35][CH2:36][Cl:37].[O-:31][C:32](=[O:33])[O-:34]>>[O:11]1[CH2:12][C:13]1([C:14]([F:15])([F:16])[F:17])[CH2:18][O:19][S:20](=[O:21])(=[O:22])[c:23]1[cH:24][cH:25][c:26]([CH3:29])[cH:27][cH:28]1. The reactants are O([Si](C1=CC=CC=C1)(C1=CC=CC=C1)C(C)(C)C)C1=C(C=O)C=CC(=C1)N(CCCC)CCCC (2-(tert-butyldiphenylsiloxy)-4-dibutylaminobenzaldehyde), C(#N)C=1C(OC(C1C)(C)C)=C(C#N)C#N (2-(3-cyano-4,5,5-trimethyl-2(5H)-furanylidene)propanedinitrile). Solvent: C(C)O (ethanol). Reaction conditions: temperature 60 celsius. Yields the product O([Si](C1=CC=CC=C1)(C1=CC=CC=C1)C(C)(C)C)C1=C(C=CC(=C1)N(CCCC)CCCC)C=CC1=C(C(OC1(C)C)=C(C#N)C#N)C#N (2-[4-[2-[2-(tert-butyldiphenylsiloxy)-4-dibutylaminophenyl]vinyl]-3-cyano-5,5-dimethyl-2(5H)-furanylidene]propanedinitrile). Yield: 72.6%. As a reaction SMILES: [O:1]([C:19]1[CH:26]=[C:25]([N:27]([CH2:32][CH2:33][CH2:34][CH3:35])[CH2:28][CH2:29][CH2:30][CH3:31])[CH:24]=[CH:23][C:20]=1[CH:21]=O)[Si:2]([C:15]([CH3:18])([CH3:17])[CH3:16])([C:9]1[CH:14]=[CH:13][CH:12]=[CH:11][CH:10]=1)[C:3]1[CH:8]=[CH:7][CH:6]=[CH:5][CH:4]=1.[C:36]([C:38]1[C:39](=[C:46]([C:49]#[N:50])[C:47]#[N:48])[O:40][C:41]([CH3:45])([CH3:44])[C:42]=1[CH3:43])#[N:37]>C(O)C>[O:1]([C:19]1[CH:26]=[C:25]([N:27]([CH2:28][CH2:29][CH2:30][CH3:31])[CH2:32][CH2:33][CH2:34][CH3:35])[CH:24]=[CH:23][C:20]=1[CH:21]=[CH:43][C:42]1[C:41]([CH3:44])([CH3:45])[O:40][C:39](=[C:46]([C:47]#[N:48])[C:49]#[N:50])[C:38]=1[C:36]#[N:37])[Si:2]([C:15]([CH3:17])([CH3:18])[CH3:16])([C:9]1[CH:14]=[CH:13][CH:12]=[CH:11][CH:10]=1)[C:3]1[CH:8]=[CH:7][CH:6]=[CH:5][CH:4]=1. Procedure details: In 5 ml of ethanol were dissolved 200 mg (0.41 mmol) of 2-(tert-butyldiphenylsiloxy)-4-dibutylaminobenzaldehyde and mg (0.45 mmol) of 2-(3-cyano-4,5,5-trimethyl-2(5H)-furanylidene)propanedinitrile. After the mixture was stirred with heating at 60° C. for 3 hours, the precipitate was separated by filtration and washed with methanol. The crystal was purified by silica gel column chromatography and washed with methanol to give 199 mg of a dark brown crystal having a mp of 220-221° C. (yield: 72.6%)... The reactants are C(#N)C=1C=CC2=C(C=C(C(O2)C(F)(F)F)C(=O)OCC)C1 (ethyl 6-cyano-2-(trifluoromethyl)-2H-1-benzopyran-3-carboxylate), [OH-].[Na+] (NaOH). Solvent: C1CCOC1.C(C)O.O (THF EtOH-H2O). Run at time 6 hour. Product: C(#N)C=1C=CC2=C(C=C(C(O2)C(F)(F)F)C(=O)O)C1 (6-cyano-2-(trifluoromethyl)-2H-1-benzopyran-3-carboxylic acid). RXN SMILES: [C:1]([C:3]1[CH:4]=[CH:5][C:6]2[O:11][CH:10]([C:12]([F:15])([F:14])[F:13])[C:9]([C:16]([O:18]CC)=[O:17])=[CH:8][C:7]=2[CH:21]=1)#[N:2].[OH-].[Na+]>C1COCC1.C(O)C.O>[C:1]([C:3]1[CH:4]=[CH:5][C:6]2[O:11][CH:10]([C:12]([F:15])([F:13])[F:14])[C:9]([C:16]([OH:18])=[O:17])=[CH:8][C:7]=2[CH:21]=1)#[N:2] |f:1.2,3.4.5|. Procedure: To a stirred solution of the ester (Step 2) (0.077 g, 0.259 mmol) in THF-EtOH-H2O (7:2:1, 2 mL) in a 5 mL pear-shaped flask was added aqueous NaOH (0.13 mL, 2.5 N solution) in one portion. After stirring for 6 hours at room temperature the solution was partially concentrated in vacuo to remove most of the THF and EtOH. The resulting solution was diluted with H2O and washed with diethyl ether. The resulting aqueous phase was sparged with nitrogen to remove trace diethyl ether and was acidified wi... The reactants are Br, Br, O=N[O-], Cc1ccnc(Cl)c1N, [Na+], O. Yields the product Cc1ccnc(Cl)c1Br. RXN SMILES: [Br:15].[BrH:10].[N:11]([O-:12])=[O:13].[NH2:1][c:2]1[c:3]([Cl:9])[n:4][cH:5][cH:6][c:7]1[CH3:8].[Na+:14].[OH2:16]>>[c:2]1([Br:10])[c:3]([Cl:9])[n:4][cH:5][cH:6][c:7]1[CH3:8].